The task is: describe an organic reaction: reactants, conditions, products, and yield. This data is from the Open Reaction Database (ORD), a public repository of structured organic reaction records. Reactants: COc1ccc2c(n1)[nH]c(=O)n2C1CCN(C(=O)OC(C)(C)C)CC1, CO, Cl. Product: COc1ccc2c(n1)[nH]c(=O)n2C1CCNCC1. Reaction SMILES: [CH3:1][O:2][c:3]1[cH:4][cH:5][c:6]2[c:7]([n:8]1)[nH:9][c:10](=[O:25])[n:11]2[CH:12]1[CH2:13][CH2:14][N:15]([C:18]([O:19][C:20]([CH3:21])([CH3:22])[CH3:23])=[O:24])[CH2:16][CH2:17]1.[CH3:27][OH:28].[ClH:26]>>[CH3:1][O:2][c:3]1[cH:4][cH:5][c:6]2[c:7]([n:8]1)[nH:9][c:10](=[O:25])[n:11]2[CH:12]1[CH2:13][CH2:14][NH:15][CH2:16][CH2:17]1.